From a dataset of the Open Reaction Database (ORD), a public repository of structured organic reaction records. describe an organic reaction: reactants, conditions, products, and yield Starting materials: CC[O-], CCO, Fc1cccc(CBr)c1, [Na+], Oc1ccc(I)cc1. Product: Fc1cccc(COc2ccc(I)cc2)c1. As a reaction SMILES: [CH3:19][CH2:20][O-:21].[CH3:22][CH2:23][OH:24].[F:9][c:10]1[cH:11][c:12]([CH2:13][Br:14])[cH:15][cH:16][cH:17]1.[Na+:18].[OH:1][c:2]1[cH:3][cH:4][c:5]([I:6])[cH:7][cH:8]1>>[O:1]([c:2]1[cH:3][cH:4][c:5]([I:6])[cH:7][cH:8]1)[CH2:13][c:12]1[cH:11][c:10]([F:9])[cH:17][cH:16][cH:15]1. Starting materials: CC1OC1(Cn1cncn1)c1ccc(F)cc1F, O=c1[nH]ccn1-c1ccc(Cn2cncn2)cc1. Product: CC(n1ccn(-c2ccc(Cn3cncn3)cc2)c1=O)C(O)(Cn1cncn1)c1ccc(F)cc1F. RXN SMILES: [F:1][c:2]1[c:3]([C:9]2([CH2:13][n:14]3[n:15][cH:16][n:17][cH:18]3)[O:10][CH:11]2[CH3:12])[cH:4][cH:5][c:6]([F:8])[cH:7]1.[n:19]1([CH2:24][c:25]2[cH:26][cH:27][c:28](-[n:31]3[c:32](=[O:36])[nH:33][cH:34][cH:35]3)[cH:29][cH:30]2)[n:20][cH:21][n:22][cH:23]1>>[F:1][c:2]1[c:3]([C:9]([OH:10])([CH:11]([CH3:12])[n:33]2[c:32](=[O:36])[n:31](-[c:28]3[cH:27][cH:26][c:25]([CH2:24][n:19]4[n:20][cH:21][n:22][cH:23]4)[cH:30][cH:29]3)[cH:35][cH:34]2)[CH2:13][n:14]2[n:15][cH:16][n:17][cH:18]2)[cH:4][cH:5][c:6]([F:8])[cH:7]1. Starting materials: C(C)OC(O[C@@H]1C=C[C@@H](C1)N1C2=NC(=NC(=C2N=C1)Cl)Cl)=O (carbonic acid (1S,4R)-4-(2,6-dichloro-purin-9-yl)-cyclopent-2-enyl ester ethyl ester), C(=O)(OC(C)(C)C)N([C@@H]1C=C[C@@H](C1)N1C2=NC(=NC(=C2N=C1)Cl)Cl)C(=O)OC(C)(C)C (di-Boc-[(1S,4R)-4-(2,6-dichloro-purin-9-yl)-cyclopent-2-enyl]-amine), ClC1=NC(=C2N=CN(C2=N1)[C@H]1C=C[C@H](C1)O)Cl ((1S,4R)-4-(2,6-Dichloro-purin-9-yl)-cyclopent-2-enol), C(C)(C)(C)OC(NC(CC)=O)=O (propionyl-carbamic acid tert-butyl ester), ClC1=NC(=C2N=CN(C2=N1)[C@H]1C=C[C@H](C1)O)Cl ((1S,4R)-4-(2,6-Dichloro-purin-9-yl)-cyclopent-2-enol). RXN SMILES: C(OC(=O)O[C@H:6]1[CH2:10][C@@H:9]([N:11]2[CH:19]=[N:18][C:17]3[C:12]2=[N:13][C:14]([Cl:21])=[N:15][C:16]=3[Cl:20])[CH:8]=[CH:7]1)C.ClC1N=C2C(N=CN2[C@@H]2C[C@H](O)C=C2)=C(Cl)N=1.[C:40]([O:44][C:45](=[O:51])[NH:46][C:47](=[O:50])[CH2:48][CH3:49])([CH3:43])([CH3:42])[CH3:41].C(N(C(OC(C)(C)C)=O)[C@H]1C[C@@H](N2C=NC3C2=NC(Cl)=NC=3Cl)C=C1)(OC(C)(C)C)=O>>[C:40]([O:44][C:45](=[O:51])[N:46]([C@H:6]1[CH2:10][C@@H:9]([N:11]2[CH:19]=[N:18][C:17]3[C:12]2=[N:13][C:14]([Cl:21])=[N:15][C:16]=3[Cl:20])[CH:8]=[CH:7]1)[C:47](=[O:50])[CH2:48][CH3:49])([CH3:42])([CH3:41])[CH3:43]. The product is C(C)(C)(C)OC(N(C(CC)=O)[C@@H]1C=C[C@@H](C1)N1C2=NC(=NC(=C2N=C1)Cl)Cl)=O ([(1S,4R)-4-(2,6-Dichloro-purin-9-yl)-cyclopent-2-enyl]-propionyl-carbamic acid tert-butyl ester). Reported procedure: The title compound is prepared from carbonic acid (1S,4R)-4-(2,6-dichloro-purin-9-yl)-cyclopent-2-enyl ester ethyl ester (an intermediate for preparing the compound of Example 4) and propionyl-carbamic acid tert-butyl ester (see preparation of intermediates) using a procedure analogous to that of di-Boc-[(1S,4R)-4-(2,6-dichloro-purin-9-yl)-cyclopent-2-enyl]-amine (another intermediate for preparing the compound of Example 4). 1H nmr (CDCl3, 400 MHz); 8.70(s, 1H), 6.15(m, 1H), 5.85(m, 1H), 5.80(m... Starting materials: C(C)(C)(C)OC(=O)NCCCCCCC(=O)O (7-(t-butoxycarbonyl)amino-heptanoic acid), CNC1=CC=CC=C1 (N-methylaniline). The product is CN(C(CCCCCCNC(=O)OC(C)(C)C)=O)C1=CC=CC=C1 (7-(t-Butoxycarbonyl)amino-heptanoic acid methyl phenyl-amide). RXN SMILES: [C:1]([O:5][C:6]([NH:8][CH2:9][CH2:10][CH2:11][CH2:12][CH2:13][CH2:14][C:15]([OH:17])=O)=[O:7])([CH3:4])([CH3:3])[CH3:2].[CH3:18][NH:19][C:20]1[CH:25]=[CH:24][CH:23]=[CH:22][CH:21]=1>>[CH3:18][N:19]([C:20]1[CH:25]=[CH:24][CH:23]=[CH:22][CH:21]=1)[C:15](=[O:17])[CH2:14][CH2:13][CH2:12][CH2:11][CH2:10][CH2:9][NH:8][C:6]([O:5][C:1]([CH3:2])([CH3:3])[CH3:4])=[O:7]. Reported procedure: Prepare by a method similar to Example 70 using 7-(t-butoxycarbonyl)amino-heptanoic acid and N-methylaniline. Reactants: Fc1ccc(CBr)cc1Br, CN(C)C=O, CCOc1ccc(C(C)(C)CO)cc1, [H-], [Na+]. The product is CCOc1ccc(C(C)(C)COCc2ccc(F)c(Br)c2)cc1. Reaction SMILES: [Br:17][c:18]1[cH:19][c:20]([CH2:21][Br:22])[cH:23][cH:24][c:25]1[F:26].[CH3:27][N:28]([CH3:29])[CH:30]=[O:31].[CH3:3][C:4]([CH2:5][OH:6])([c:7]1[cH:8][cH:9][c:10]([O:13][CH2:14][CH3:15])[cH:11][cH:12]1)[CH3:16].[H-:1].[Na+:2]>>[CH3:3][C:4]([CH2:5][O:6][CH2:21][c:20]1[cH:19][c:18]([Br:17])[c:25]([F:26])[cH:24][cH:23]1)([c:7]1[cH:8][cH:9][c:10]([O:13][CH2:14][CH3:15])[cH:11][cH:12]1)[CH3:16]. The reactants are Montmorillonite, C(C)(=O)OCC (ethyl acetate), C(C)(=O)OCC1=C(C(=C(N1)C(=O)OCC)C)C(C)=O (ethyl 5-acetoxymethyl-4-acetyl-3-methylpyrrole-2-carboxylate), C(=O)(OCC)C1=C(NC=C1)C (3-carbethoxy-2-methylpyrrole). Run in ClCCCl (1,2-dichloroethane), ClCCl (dichloromethane). The product is CC1=C(NC2=CC=3C(=C(NC3C(=C21)C)C)C(=O)OCC)C(=O)OCC (diethyl 1,5-dihydro-3,4,6-trimethylpyrrolo[2,3-f]indole-2,7-dicarboxylate). The yield is 6.1%. As a reaction SMILES: C(O[CH2:5][C:6]1[NH:10][C:9]([C:11]([O:13][CH2:14][CH3:15])=[O:12])=[C:8]([CH3:16])[C:7]=1[C:17](=O)[CH3:18])(=O)C.[C:20]([C:25]1[CH:29]=[CH:28][NH:27][C:26]=1[CH3:30])([O:22][CH2:23][CH3:24])=[O:21].C(OCC)(=O)C>ClCCCl.ClCCl>[CH3:16][C:8]1[C:7]2[C:6](=[CH:5][C:29]3[C:25]([C:20]([O:22][CH2:23][CH3:24])=[O:21])=[C:26]([CH3:30])[NH:27][C:28]=3[C:17]=2[CH3:18])[NH:10][C:9]=1[C:11]([O:13][CH2:14][CH3:15])=[O:12]. Procedure: A solution of ethyl 5-acetoxymethyl-4-acetyl-3-methylpyrrole-2-carboxylate (0.267 g, 1.0 mmol) and 3-carbethoxy-2-methylpyrrole (0.153 g, 1.0 mmol) in 1,2-dichloroethane (10 cm3) was heated at reflux and stirred with Montmorillonite clay (1 g) for 18 h. After filtration from clay and washing well with 1,2-dichloroethane, evaporation of the combined filtrates under reduced pressure gave an oil. This oil was submitted to flash chromatography on silica eluting with (0-20%) ethyl acetate in dichloro...